Dataset: the Open Reaction Database (ORD), a public repository of structured organic reaction records. Task: describe an organic reaction: reactants, conditions, products, and yield Reactants: C(C)(=O)OC(CNC1=NC(=NN1C)NC(C)=O)COC1=CC(=CC=C1)CN1CCCCC1 (1-[[3-(acetylamino)-1-methyl-1H-1,2,4-triazol-5-yl]amino]-3-[3-(1-piperidinylmethyl)phenoxy]-2-propanol acetate), [OH-].[K+] (potassium hydroxide). Run in C(C)O (ethanol). The product is O.OC(CNC1=NC(=NN1C)NC(C)=O)COC1=CC(=CC=C1)CN1CCCCC1.OC(CNC1=NC(=NN1C)NC(C)=O)COC1=CC(=CC=C1)CN1CCCCC1 (N-[5-[[2-Hydroxy-3-[3-(1-piperidinylmethyl)phenoxy]propyl]amino]-1-methyl-1H-1,2,4-triazol-3-yl]acetamide hemihydrate). Isolated yield 84.4%. RXN SMILES: C([O:4][CH:5]([CH2:18][O:19][C:20]1[CH:25]=[CH:24][CH:23]=[C:22]([CH2:26][N:27]2[CH2:32][CH2:31][CH2:30][CH2:29][CH2:28]2)[CH:21]=1)[CH2:6][NH:7][C:8]1[N:12]([CH3:13])[N:11]=[C:10]([NH:14][C:15](=[O:17])[CH3:16])[N:9]=1)(=[O:3])C.[OH-].[K+]>C(O)C>[OH2:3].[OH:4][CH:5]([CH2:18][O:19][C:20]1[CH:25]=[CH:24][CH:23]=[C:22]([CH2:26][N:27]2[CH2:28][CH2:29][CH2:30][CH2:31][CH2:32]2)[CH:21]=1)[CH2:6][NH:7][C:8]1[N:12]([CH3:13])[N:11]=[C:10]([NH:14][C:15](=[O:17])[CH3:16])[N:9]=1.[OH:4][CH:5]([CH2:18][O:19][C:20]1[CH:25]=[CH:24][CH:23]=[C:22]([CH2:26][N:27]2[CH2:28][CH2:29][CH2:30][CH2:31][CH2:32]2)[CH:21]=1)[CH2:6][NH:7][C:8]1[N:12]([CH3:13])[N:11]=[C:10]([NH:14][C:15](=[O:17])[CH3:16])[N:9]=1 |f:1.2,4.5.6|. Reported procedure: A solution of 1-[[3-(acetylamino)-1-methyl-1H-1,2,4-triazol-5-yl]amino]-3-[3-(1-piperidinylmethyl)phenoxy]-2-propanol acetate (ester) (0.32 g) and 0.9M aqueous potassium hydroxide (1.0 ml) in ethanol (25 ml) was stirred for 0.5 h at 23°. The ethanol was evaporated, and the residue was suspended in sodium carbonate solution. This solution was extracted with methyl acetate. The extract was dried, and evaporated to give a gum, which was chromatographed using system A to give the title compound (0.2... The reactants are COC1=CC2=C(SC(=C2C)C(=O)N2CCOCC2)C=C1OC ((5,6-dimethoxy-3-methylbenzo[b]thiophen-2-yl)morpholin-4-yl-methanone), CO (methanol). Run in ClCCl (dichloromethane). Reaction conditions: time 0.5 hour. Yields the product OC1=CC2=C(SC(=C2C)C(=O)N2CCOCC2)C=C1O ((5,6-Dihydroxy-3-methylbenzo[b]thiophen-2-yl)morpholin-4-yl-methanone). As a reaction SMILES: C[O:2][C:3]1[C:20]([O:21]C)=[CH:19][C:6]2[S:7][C:8]([C:11]([N:13]3[CH2:18][CH2:17][O:16][CH2:15][CH2:14]3)=[O:12])=[C:9]([CH3:10])[C:5]=2[CH:4]=1.CO>ClCCl>[OH:2][C:3]1[C:20]([OH:21])=[CH:19][C:6]2[S:7][C:8]([C:11]([N:13]3[CH2:14][CH2:15][O:16][CH2:17][CH2:18]3)=[O:12])=[C:9]([CH3:10])[C:5]=2[CH:4]=1. Reported procedure: To a solution of (5,6-dimethoxy-3-methylbenzo[b]thiophen-2-yl)morpholin-4-yl-methanone (0.80 g) in dichloromethane (8 ml) boron tribromide (5.2 ml, 2 M solution in dichloromethane) was added at 0° C. The mixture was allowed to warm to room temperature. After 2 hours at room temperature methanol (16 ml) was added and solvents were evaporated. To the residue sodium sulfite solution (16 ml, 5% in water) was added and after stirring for 0.5 hour the precipitate was filtered.